The task is: describe an organic reaction: reactants, conditions, products, and yield. This data is from the Open Reaction Database (ORD), a public repository of structured organic reaction records. The reactants are C(C)(C)(C)C1=CC=C(C=C1)C1=C(C(=NN1C)C(=NNC(=O)C1=CC=C(C(=O)OC)C=C1)C1=CC=CC=C1)O (methyl 4-({2-[[5-(4-t-butylphenyl)-4-hydroxy-1-methyl-1H-pyrazol-3-yl](phenyl)methylene]hydrazino}carbonyl)benzoate), CO (methanol), Cl (hydrochloric acid), [OH-].[Na+] (sodium hydroxide). The solvent is O (water). Reaction conditions: time 1 hour. The product is C(C)(C)(C)C1=CC=C(C=C1)C1=C(C(=NN1C)C(=NNC(=O)C1=CC=C(C(=O)O)C=C1)C1=CC=CC=C1)O (4-({2-[[5-(4-t-butylphenyl)-4-hydroxy-1-methyl-1H-pyrazol-3-yl](phenyl)methylene]hydrazino}carbonyl)benzoic acid). The yield is 95.6%. RXN SMILES: [C:1]([C:5]1[CH:10]=[CH:9][C:8]([C:11]2[N:15]([CH3:16])[N:14]=[C:13]([C:17]([C:32]3[CH:37]=[CH:36][CH:35]=[CH:34][CH:33]=3)=[N:18][NH:19][C:20]([C:22]3[CH:31]=[CH:30][C:25]([C:26]([O:28]C)=[O:27])=[CH:24][CH:23]=3)=[O:21])[C:12]=2[OH:38])=[CH:7][CH:6]=1)([CH3:4])([CH3:3])[CH3:2].CO.[OH-].[Na+].Cl>O>[C:1]([C:5]1[CH:6]=[CH:7][C:8]([C:11]2[N:15]([CH3:16])[N:14]=[C:13]([C:17]([C:32]3[CH:33]=[CH:34][CH:35]=[CH:36][CH:37]=3)=[N:18][NH:19][C:20]([C:22]3[CH:23]=[CH:24][C:25]([C:26]([OH:28])=[O:27])=[CH:30][CH:31]=3)=[O:21])[C:12]=2[OH:38])=[CH:9][CH:10]=1)([CH3:4])([CH3:2])[CH3:3] |f:2.3|. Reported procedure: To methyl 4-({2-[[5-(4-t-butylphenyl)-4-hydroxy-1-methyl-1H-pyrazol-3-yl](phenyl)methylene]hydrazino}carbonyl)benzoate (0.196 mmol, 100 mg), methanol (4 mL) was added, and 1 M aqueous sodium hydroxide (0.981 mmol, 0.981 mL) was added at room temperature. After 15 minutes of stirring at room temperature and 1 hour of stirring at 60° C., the reactor was cooled to room temperature, and 1 M hydrochloric acid (0.981 mmol, 0.981 mL) and water were added. The precipitated solid was recovered by filtrat... Reactants: [Br-], O=C1C=CCCC1, [Mg+]C1CCCC1. Yields the product OC1(C2CCCC2)C=CCCC1. Reaction SMILES: [Br-:1].[C:8]1(=[O:14])[CH:9]=[CH:10][CH2:11][CH2:12][CH2:13]1.[CH:2]1([Mg+:7])[CH2:3][CH2:4][CH2:5][CH2:6]1>>[CH:2]1([C:8]2([OH:14])[CH:9]=[CH:10][CH2:11][CH2:12][CH2:13]2)[CH2:3][CH2:4][CH2:5][CH2:6]1. Starting materials: Cc1ccccc1, [H][H], [Na], Oc1ccccc1, O=S(=O)(Cl)Cl, O=S(=O)=O. The product is O=S(=O)(Cl)Oc1ccccc1. RXN SMILES: [CH3:20][c:21]1[cH:22][cH:23][cH:24][cH:25][cH:26]1.[H:9][H:10].[Na:8].[OH:1][c:2]1[cH:3][cH:4][cH:5][cH:6][cH:7]1.[S:11](=[O:12])(=[O:13])([Cl:14])[Cl:15].[S:16](=[O:17])(=[O:18])=[O:19]>>[O:1]([c:2]1[cH:3][cH:4][cH:5][cH:6][cH:7]1)[S:11](=[O:12])(=[O:13])[Cl:14]. Reaction SMILES: [NH2:1][C:2]1[C:3]2[N:11]=[C:10]([N:12]3[CH2:17][CH2:16][CH2:15][C@H:14]([NH:18]C(=O)OC(C)(C)C)[CH2:13]3)[CH:9]=[CH:8][C:4]=2[N:5]=[CH:6][N:7]=1.Cl.O1CCOCC1>CO>[NH2:18][C@H:14]1[CH2:15][CH2:16][CH2:17][N:12]([C:10]2[CH:9]=[CH:8][C:4]3[N:5]=[CH:6][N:7]=[C:2]([NH2:1])[C:3]=3[N:11]=2)[CH2:13]1. The reactants are NC=1C2=C(N=CN1)C=CC(=N2)N2C[C@H](CCC2)NC(OC(C)(C)C)=O (tert-butyl N-[(3S)-1-(4-aminopyrido[3,2-d]pyrimidin-6-yl)-3-piperidyl]carbamate), Cl (HCl), O1CCOCC1 (dioxane). The product is N[C@@H]1CN(CCC1)C=1C=CC=2N=CN=C(C2N1)N ((S)-6-(3-aminopiperidin-1-yl)pyrido[3,2-d]pyrimidin-4-amine). Solvent: CO (methanol). Procedure: To a 40 mL screw-cap vial was added tert-butyl N-[(3S)-1-(4-aminopyrido[3,2-d]pyrimidin-6-yl)-3-piperidyl]carbamate 43 (2.53 g, 7.35 mmol) followed by methanol (7 mL), then HCl in dioxane (4 mol/L, 7.5 equiv., 55.1 mmol, 13.8 mL). The reaction was stirred at room temperature for 2 hours. Resulting precipitate was collected by filtration, and washed 2× with ethyl acetate, yielding 1.93 g of product as an orange solid, 3×HCl salt. 25 mg was purified by reverse phase HPLC, yielding 5 mg of neutrali... Isolated yield 107.5%. Run at time 2 hour. Starting materials: N1N=CN=C1 (1,2,4-triazole), ClC=1N=C(C2=C(N1)SC(=C2)C(F)(F)F)NCCC2=CC1=C(C=C2)OCO1 (2-chloro-6-trifluoromethyl-4-(3,4-methylenedioxyphenethylamino)-thieno-[2,3-d]-pyrimidine). Yields the product N1(N=CN=C1)C=1N=C(C2=C(N1)SC(=C2)C(F)(F)F)NCCC2=CC1=C(C=C2)OCO1 (2-(1,2,4-triazol-1-yl)-6-trifluoromethyl-4-(3,4-methylenedioxyphenethylamino)-thieno-[2,3-d]-pyrimidine). As a reaction SMILES: [NH:1]1[CH:5]=[N:4][CH:3]=[N:2]1.Cl[C:7]1[N:8]=[C:9]([NH:20][CH2:21][CH2:22][C:23]2[CH:28]=[CH:27][C:26]3[O:29][CH2:30][O:31][C:25]=3[CH:24]=2)[C:10]2[CH:15]=[C:14]([C:16]([F:19])([F:18])[F:17])[S:13][C:11]=2[N:12]=1>>[N:1]1([C:7]2[N:8]=[C:9]([NH:20][CH2:21][CH2:22][C:23]3[CH:28]=[CH:27][C:26]4[O:29][CH2:30][O:31][C:25]=4[CH:24]=3)[C:10]3[CH:15]=[C:14]([C:16]([F:17])([F:19])[F:18])[S:13][C:11]=3[N:12]=2)[CH:5]=[N:4][CH:3]=[N:2]1. Procedure details: Following the procedure of Example 97, the reaction of 1,2,4-triazole with 2-chloro-6-trifluoromethyl-4-(3,4-methylenedioxyphenethylamino)-thieno-[2,3-d]-pyrimidine gives 2-(1,2,4-triazol-1-yl)-6-trifluoromethyl-4-(3,4-methylenedioxyphenethylamino)-thieno-[2,3-d]-pyrimidine. RXN SMILES: [CH2:23]1[O:24][CH2:25][CH2:26][CH2:27]1.[CH3:16][C:17]([CH3:18])([O-:19])[CH3:20].[Cl:7][c:8]1[n:9][c:10]([CH3:15])[n:11][c:12]([Cl:14])[cH:13]1.[K+:21].[NH2:1][c:2]1[s:3][cH:4][cH:5][n:6]1.[OH2:22]>>[NH:1]([c:2]1[s:3][cH:4][cH:5][n:6]1)[c:12]1[n:11][c:10]([CH3:15])[n:9][c:8]([Cl:7])[cH:13]1. The reactants are C1CCOC1, CC(C)(C)[O-], Cc1nc(Cl)cc(Cl)n1, [K+], Nc1nccs1, O. The product is Cc1nc(Cl)cc(Nc2nccs2)n1. Starting materials: FC(S(=O)(=O)OC=1C=CC2=C(C(=N[C@H](C=3N2C(=NN3)C)CC(=O)NCC)C3=CC=C(C=C3)Cl)C1)(F)F ((S)-6-(4-Chlorophenyl)-4-(2-(ethylamino)-2-oxoethyl)-1-methyl-4H-benzo[f][1,2,4]triazolo[4,3-a][1,4]diazepin-8-yl trifluoromethanesulfonate), C([O-])([O-])=O.[K+].[K+] (potassium carbonate), C(C)O (Ethanol), intermediate 3, C(=O)C1=CC=C(C=C1)B(O)O (4-formylphenylboronic acid). Reagents/catalysts: Cl[Pd]([P](C1=CC=CC=C1)(C2=CC=CC=C2)C3=CC=CC=C3)([P](C4=CC=CC=C4)(C5=CC=CC=C5)C6=CC=CC=C6)Cl (bis(triphenylphosphine)palladium(II) chloride). Run in C1(=CC=CC=C1)C (toluene). Reaction conditions: temperature 120 celsius. Product: ClC1=CC=C(C=C1)C1=N[C@H](C=2N(C3=C1C=C(C=C3)C3=CC=C(C=C3)C=O)C(=NN2)C)CC(=O)NCC ((S)-2-(6-(4-chlorophenyl)-8-(4-formylphenyl)-1-methyl-4H-benzo[f][1,2,4]triazolo[4,3-a][1,4]diazepin-4-yl)-N-ethylacetamide). As a reaction SMILES: FC(F)(F)S(O[C:7]1[CH:8]=[CH:9][C:10]2[N:16]3[C:17]([CH3:20])=[N:18][N:19]=[C:15]3[C@H:14]([CH2:21][C:22]([NH:24][CH2:25][CH3:26])=[O:23])[N:13]=[C:12]([C:27]3[CH:32]=[CH:31][C:30]([Cl:33])=[CH:29][CH:28]=3)[C:11]=2[CH:34]=1)(=O)=O.[CH:37]([C:39]1[CH:44]=[CH:43][C:42](B(O)O)=[CH:41][CH:40]=1)=[O:38].C(=O)([O-])[O-].[K+].[K+].C(O)C>Cl[Pd](Cl)([P](C1C=CC=CC=1)(C1C=CC=CC=1)C1C=CC=CC=1)[P](C1C=CC=CC=1)(C1C=CC=CC=1)C1C=CC=CC=1.C1(C)C=CC=CC=1>[Cl:33][C:30]1[CH:29]=[CH:28][C:27]([C:12]2[C:11]3[CH:34]=[C:7]([C:42]4[CH:43]=[CH:44][C:39]([CH:37]=[O:38])=[CH:40][CH:41]=4)[CH:8]=[CH:9][C:10]=3[N:16]3[C:17]([CH3:20])=[N:18][N:19]=[C:15]3[C@H:14]([CH2:21][C:22]([NH:24][CH2:25][CH3:26])=[O:23])[N:13]=2)=[CH:32][CH:31]=1 |f:2.3.4,^1:59,78|. Procedure details: (S)-6-(4-Chlorophenyl)-4-(2-(ethylamino)-2-oxoethyl)-1-methyl-4H-benzo[f][1,2,4]triazolo[4,3-a][1,4]diazepin-8-yl trifluoromethanesulfonate (for a preparation see intermediate 3) (500 mg), 4-formylphenylboronic acid (166 mg), potassium carbonate (638 mg) and bis(triphenylphosphine)palladium(II) chloride (64.8 mg) were added to a 20 ml microwave vial. Ethanol (9 ml) and toluene (9 ml) were added to the vial. The reaction mixture was heated in a microwave at 120° C. for 20 min. The reaction mixtur... Reactants: N(=[N+]=[N-])C1=CC=C(C=C1)C12CN(CC2C2CCC1C2)C (3a-(4-azidophenyl)octahydro-2-methyl-4,7-methano-1H-isoindole), CI (methyl iodide). Solvent: CCOCC (ether). The product is [I-].N(=[N+]=[N-])C1=CC=C(C=C1)C12C[N+](CC2C2CCC1C2)(C)C (3a-(4-Azidophenyl)octahydro-2,2-dimethyl-4,7-methano-1H-isoindolium iodide). Reaction SMILES: [N:1]([C:4]1[CH:9]=[CH:8][C:7]([C:10]23[CH:18]4[CH2:19][CH:15]([CH2:16][CH2:17]4)[CH:14]2[CH2:13][N:12]([CH3:20])[CH2:11]3)=[CH:6][CH:5]=1)=[N+:2]=[N-:3].[CH3:21][I:22]>CCOCC>[I-:22].[N:1]([C:4]1[CH:5]=[CH:6][C:7]([C:10]23[CH:18]4[CH2:19][CH:15]([CH2:16][CH2:17]4)[CH:14]2[CH2:13][N+:12]([CH3:21])([CH3:20])[CH2:11]3)=[CH:8][CH:9]=1)=[N+:2]=[N-:3] |f:3.4|. Procedure details: A mixture of 150 mg of 3a-(4-azidophenyl)octahydro-2-methyl-4,7-methano-1H-isoindole and 0.05 ml of methyl iodide in 4 ml of ether was allowed to stand for 2 weeks to give 200 mg of the desired product as a yellow solid.